From a dataset of the Open Reaction Database (ORD), a public repository of structured organic reaction records. describe an organic reaction: reactants, conditions, products, and yield The reactants are OC(C(C)(C)C)C=1N=C(NC1C#N)CCC (4-(1-hydroxy-2,2-dimethylpropyl)-2-propylimidazole-5-carbonitrile), BrCC1=CC=C(C=C1)C1=C(C=CC=C1)C(C(=O)OC)=O (methyl (4'-bromomethylbiphenyl-2-yl)glyoxylate), C([O-])([O-])=O.[K+].[K+] (potassium carbonate). Product: OC(C(C)(C)C)C=1N=C(N(C1C(=O)N)CC1=CC=C(C=C1)C1=C(C=CC=C1)C(=O)C(=O)O)CCC (4-(1-Hydroxy-2,2-dimethylpropyl)-1-[(2'-oxalobiphenyl-4-yl)methyl]-2-propylimidazole-5-carboxamide). Yield: 70.2%. Reaction SMILES: [OH:1][CH:2]([C:7]1[N:8]=[C:9]([CH2:14][CH2:15][CH3:16])[NH:10][C:11]=1[C:12]#[N:13])[C:3]([CH3:6])([CH3:5])[CH3:4].Br[CH2:18][C:19]1[CH:24]=[CH:23][C:22]([C:25]2[CH:30]=[CH:29][CH:28]=[CH:27][C:26]=2[C:31](=[O:36])[C:32]([O:34]C)=[O:33])=[CH:21][CH:20]=1.C(=O)([O-])[O-:38].[K+].[K+]>>[OH:1][CH:2]([C:7]1[N:8]=[C:9]([CH2:14][CH2:15][CH3:16])[N:10]([CH2:18][C:19]2[CH:24]=[CH:23][C:22]([C:25]3[CH:30]=[CH:29][CH:28]=[CH:27][C:26]=3[C:31]([C:32]([OH:34])=[O:33])=[O:36])=[CH:21][CH:20]=2)[C:11]=1[C:12]([NH2:13])=[O:38])[C:3]([CH3:4])([CH3:5])[CH3:6] |f:2.3.4|. Procedure details: Following a procedure similar to that described in Example 10(a), but using 170 mg of 4-(1-hydroxy-2,2-dimethylpropyl)-2-propylimidazole-5-carbonitrile, 307 mg of methyl (4'-bromomethylbiphenyl-2-yl)glyoxylate (prepared as described in Preparation 8) and 106 mg of potassium carbonate, 257 mg of the title compound were obtained as crystals, melting at 128°-130° C. Reactants: CCOCCn1c(N2CCCNCC2)nc2ccccc21, COc1cc(C(=O)N2CCC(CCOS(C)(=O)=O)(c3ccccc3)C2)cc(OC)c1OC, CC#N, CCN(C(C)C)C(C)C, ClCCl. Product: CCOCCn1c(N2CCCN(CCC3(c4ccccc4)CCN(C(=O)c4cc(OC)c(OC)c(OC)c4)C3)CC2)nc2ccccc21. As a reaction SMILES: [CH2:33]([CH3:34])[O:35][CH2:36][CH2:37][n:38]1[c:39]([N:47]2[CH2:48][CH2:49][NH:50][CH2:51][CH2:52][CH2:53]2)[n:40][c:41]2[c:42]1[cH:43][cH:44][cH:45][cH:46]2.[CH3:1][O:2][c:3]1[cH:4][c:5]([C:6](=[O:7])[N:8]2[CH2:9][C:10]([CH2:13][CH2:14][O:15][S:16]([CH3:17])(=[O:18])=[O:19])([c:20]3[cH:21][cH:22][cH:23][cH:24][cH:25]3)[CH2:11][CH2:12]2)[cH:26][c:27]([O:31][CH3:32])[c:28]1[O:29][CH3:30].[CH3:66][C:67]#[N:68].[CH:54]([N:55]([CH2:56][CH3:57])[CH:58]([CH3:59])[CH3:60])([CH3:61])[CH3:62].[Cl:63][CH2:64][Cl:65]>>[CH3:1][O:2][c:3]1[cH:4][c:5]([C:6](=[O:7])[N:8]2[CH2:9][C:10]([CH2:13][CH2:14][N:50]3[CH2:49][CH2:48][N:47]([c:39]4[n:38]([CH2:37][CH2:36][O:35][CH2:33][CH3:34])[c:42]5[c:41]([n:40]4)[cH:46][cH:45][cH:44][cH:43]5)[CH2:53][CH2:52][CH2:51]3)([c:20]3[cH:21][cH:22][cH:23][cH:24][cH:25]3)[CH2:11][CH2:12]2)[cH:26][c:27]([O:31][CH3:32])[c:28]1[O:29][CH3:30]. Starting materials: [Cl-], Cl, N#Cc1ccc(CCC(=O)N2CCCc3cc(N)ccc32)cc1, Nc1c(Cl)cc(S(=O)(=O)O)cc1Cl, c1ccncc1. The product is N#Cc1ccc(CCC(=O)N2CCCc3cc(NS(=O)(=O)c4cc(Cl)c(N)c(Cl)c4)ccc32)cc1. As a reaction SMILES: [Cl-:24].[ClH:38].[NH2:1][c:2]1[cH:3][c:4]2[c:9]([cH:10][cH:11]1)[N:8]([C:12]([CH2:13][CH2:14][c:15]1[cH:16][cH:17][c:18]([C:21]#[N:22])[cH:19][cH:20]1)=[O:23])[CH2:7][CH2:6][CH2:5]2.[NH2:25][c:26]1[c:27]([Cl:37])[cH:28][c:29]([S:33](=[O:34])(=[O:35])[OH:36])[cH:30][c:31]1[Cl:32].[cH:39]1[cH:40][cH:41][n:42][cH:43][cH:44]1>>[NH:1]([c:2]1[cH:3][c:4]2[c:9]([cH:10][cH:11]1)[N:8]([C:12]([CH2:13][CH2:14][c:15]1[cH:16][cH:17][c:18]([C:21]#[N:22])[cH:19][cH:20]1)=[O:23])[CH2:7][CH2:6][CH2:5]2)[S:33]([c:29]1[cH:28][c:27]([Cl:37])[c:26]([NH2:25])[c:31]([Cl:32])[cH:30]1)(=[O:34])=[O:35].